This data is from the Open Reaction Database (ORD), a public repository of structured organic reaction records. The task is: describe an organic reaction: reactants, conditions, products, and yield Reactants: COC(=O)c1ccc(C(=O)c2ccccc2)cc1, SCCS, ClCCl. Yields the product COC(=O)c1ccc(C2(c3ccccc3)SCCS2)cc1. As a reaction SMILES: [C:1]([c:2]1[cH:3][cH:4][cH:5][cH:6][cH:7]1)(=[O:8])[c:9]1[cH:10][cH:11][c:12]([C:13](=[O:14])[O:15][CH3:16])[cH:17][cH:18]1.[CH2:19]([CH2:20][SH:21])[SH:22].[Cl:23][CH2:24][Cl:25]>>[C:1]1([c:2]2[cH:3][cH:4][cH:5][cH:6][cH:7]2)([c:9]2[cH:10][cH:11][c:12]([C:13](=[O:14])[O:15][CH3:16])[cH:17][cH:18]2)[S:21][CH2:20][CH2:19][S:22]1. Starting materials: C(C1=CC=CC=C1)N1CCN(CC1)C1=NC=C(C(=N1)C)C(=O)OCC (ethyl 2-(4-benzylpiperazino)-4-methylpyrimidine-5-carboxylate), [OH-].[K+] (KOH), O (H2O). The solvent is CCO (EtOH). Run at temperature 100 celsius, time 0.5 hour. The product is C(C1=CC=CC=C1)N1CCN(CC1)C1=NC=C(C(=N1)C)C(=O)O (2-(4-Benzylpiperazino)-4-methylpyrimidine-5-carboxylic acid). The yield is 90.0%. As a reaction SMILES: [CH2:1]([N:8]1[CH2:13][CH2:12][N:11]([C:14]2[N:19]=[C:18]([CH3:20])[C:17]([C:21]([O:23]CC)=[O:22])=[CH:16][N:15]=2)[CH2:10][CH2:9]1)[C:2]1[CH:7]=[CH:6][CH:5]=[CH:4][CH:3]=1.[OH-].[K+].O>CCO>[CH2:1]([N:8]1[CH2:13][CH2:12][N:11]([C:14]2[N:19]=[C:18]([CH3:20])[C:17]([C:21]([OH:23])=[O:22])=[CH:16][N:15]=2)[CH2:10][CH2:9]1)[C:2]1[CH:7]=[CH:6][CH:5]=[CH:4][CH:3]=1 |f:1.2|. Procedure: Added to a 1 l flask were 40 g (0.128 mol) of the ethyl 2-(4-benzylpiperazino)-4-methylpyrimidine-5-carboxylate, 11 g of KOH, 200 ml of H2O and 500 ml of EtOH. The contents were stirred at 100° C. for 0.5 hr. Thereafter, the solvent was distilled off under reduced pressure. One liter of H2O was then added to the residue and the resulting mixture was adjusted to pH 4 with conc. hydrochloric acid. The precipitated crystals were filtered off and the filtrate was dried under reduced pressure, thereb... Reactants: C12C(CC(CC1)C2)OC=2C=C(C=CC2OC)C=2C=NC(NC2)=O (5-[3-(bicyclo[2.2.1]hept-2-yloxy)-4-methoxyphenyl]-1,2-dihydro-2-pyrimidinone), [H][H] (hydrogen). Reagents/catalysts: [Ni] (Raney Nickel). Solvent: C(C)O (ethanol). The product is C12C(CC(CC1)C2)OC=2C=C(C=CC2OC)C=2CNC(NC2)=O (5-[3-(Bicyclo[2.2.1]hept-2-yloxy)-4-Methoxyphenyl]-1,2,3,4-Tetrahydro-2-Pyrimidinone). Isolated yield 31.3%. RXN SMILES: [CH:1]12[CH2:7][CH:4]([CH2:5][CH2:6]1)[CH2:3][CH:2]2[O:8][C:9]1[CH:10]=[C:11]([C:17]2[CH:18]=[N:19][C:20](=[O:23])[NH:21][CH:22]=2)[CH:12]=[CH:13][C:14]=1[O:15][CH3:16].[H][H]>C(O)C.[Ni]>[CH:1]12[CH2:7][CH:4]([CH2:5][CH2:6]1)[CH2:3][CH:2]2[O:8][C:9]1[CH:10]=[C:11]([C:17]2[CH2:22][NH:21][C:20](=[O:23])[NH:19][CH:18]=2)[CH:12]=[CH:13][C:14]=1[O:15][CH3:16]. Procedure details: The pyrimidinone (0.38 g, 1.22 mmol) is dissolved in 20 ml ethanol and treated with 0.5 g Raney Nickel, 40 psi hydrogen and refluxed for 18 hours. The reaction is cooled, filtered through celite, and the filtrate concentrated in vacuo. The residue is crystallized from ethyl acetate to afford 0.12 g (31.8%) of the dihydro pyrimidinone as a crystalline solid comprising a 7:3 mixture of endo/exo norbornyl isomers. Starting materials: ClC=1C=C2C(=CN1)NC(=C2)C(=O)O (5-chloro-1H-pyrrolo[2,3-c]pyridine-2-carboxylic acid), NCC(O)C=1C=NC=CC1 (2-amino-1-pyridin-3-ylethanol), C=1C=CC2=C(C1)N=NN2O (HOBt), CCN(C(C)C)C(C)C (DIPEA), CCN=C=NCCCN(C)C (EDCI). Run in CN(C)C=O (DMF). Conditions: time 12 hour. Product: OC(CNC(=O)C1=CC=2C(=CN=C(C2)Cl)N1)C=1C=NC=CC1 (5-Chloro-1H-pyrrolo[2,3-c]pyridine-2-carboxylic acid (2-hydroxy-2-pyridin-3-yl-ethyl)amide). RXN SMILES: [Cl:1][C:2]1[CH:3]=[C:4]2[CH:10]=[C:9]([C:11]([OH:13])=O)[NH:8][C:5]2=[CH:6][N:7]=1.[NH2:14][CH2:15][CH:16]([C:18]1[CH:19]=[N:20][CH:21]=[CH:22][CH:23]=1)[OH:17].C1C=CC2N(O)N=NC=2C=1.CCN(C(C)C)C(C)C.CCN=C=NCCCN(C)C>CN(C=O)C>[OH:17][CH:16]([C:18]1[CH:19]=[N:20][CH:21]=[CH:22][CH:23]=1)[CH2:15][NH:14][C:11]([C:9]1[NH:8][C:5]2=[CH:6][N:7]=[C:2]([Cl:1])[CH:3]=[C:4]2[CH:10]=1)=[O:13]. Procedure details: To a solution of 5-chloro-1H-pyrrolo[2,3-c]pyridine-2-carboxylic acid (Preparation 18, 296 mg, 1.51 mmol) and 2-amino-1-pyridin-3-ylethanol (Preparation 98, 214 mg, 1.55 mmol) in DMF (10 mL) was added HOBt (225 mg, 1.47 mmol), DIPEA (0.55 mL, 3.16 mmol) and EDCI (340 mg, 1.77 mmol). After stirring at rt for 12 h the solvent was removed in vacuo and the residue then taken up in THF (150 mL) and washed with diluted sodium hydroxide solution (1M, 50 mL) and brine (2×50 mL). The solution was dried (... Reactants: ClC\C=C/CCl (cis-1,4-dichloro-2-butene), C[Si](CCOCN1C(CC=2C1=NC=CC2)=O)(C)C (1-{[2-(trimethylsilyl)ethoxy]methyl}-1,3-dihydro-2H-pyrrolo[2,3-b]pyridin-2-one), C([O-])([O-])=O.[Cs+].[Cs+] (cesium carbonate). The solvent is CN(C)C=O (DMF). Reaction conditions: temperature 45 celsius, time 1 hour. The product is N1C(C2(C=3C1=NC=CC3)CC=CC2)=O (spiro[cyclopent-3-ene-1,3′-pyrrolo[2,3-b]pyridin]-2′(1′H)-one). Yield: 25.2%. Reaction SMILES: Cl[CH2:2]/[CH:3]=[CH:4]\[CH2:5]Cl.C[Si](C)(C)CCOC[N:13]1[C:17]2=[N:18][CH:19]=[CH:20][CH:21]=[C:16]2[CH2:15][C:14]1=[O:22].C(=O)([O-])[O-].[Cs+].[Cs+]>CN(C=O)C>[NH:13]1[C:17]2=[N:18][CH:19]=[CH:20][CH:21]=[C:16]2[C:15]2([CH2:5][CH:4]=[CH:3][CH2:2]2)[C:14]1=[O:22] |f:2.3.4|. Procedure details: To a solution of cis-1,4-dichloro-2-butene (1.98 g, 15.8 mmol) and 1-{[2-(trimethylsilyl)ethoxy]methyl}-1,3-dihydro-2H-pyrrolo[2,3-b]pyridin-2-one (3.49 g, 13.2 mmol) in DMF (175 mL) was added cesium carbonate (10.7 g, 32.9 mmol). After 24 h the reaction mixture was partitioned between Et2O (200 mL) and H2O (200 mL). The aqueous layer was extracted further with Et2O (2×200 mL). The combined organic layers were washed with H2O (2×100 mL), then brine (100 mL), dried over MgSO4, filtered, and conce... Starting materials: N1(N=CC=2C1=NC=CC2)C2=CC=C(C=C2)N2C(NC=1C2=NC=CC1)=O (3-[4-(1H-pyrazolo[3,4-b]pyridin-1-yl)phenyl]-1,3-dihydro-2H-imidazo[4,5-b]pyridin-2-one), ICC (iodoethane). The solvent is O (water). Conditions: temperature 50 celsius, time 30 minute. Yields the product C(C)N1C(N(C2=NC=CC=C21)C2=CC=C(C=C2)N2N=CC=1C2=NC=CC1)=O (1-ethyl-3-[4-(1H-pyrazolo[3,4-b]pyridin-1-yl)phenyl]-1,3-dihydro-2H-imidazo[4,5-b]pyridin-2-one). Reaction SMILES: [N:1]1([C:10]2[CH:15]=[CH:14][C:13]([N:16]3[C:20]4=[N:21][CH:22]=[CH:23][CH:24]=[C:19]4[NH:18][C:17]3=[O:25])=[CH:12][CH:11]=2)[C:5]2=[N:6][CH:7]=[CH:8][CH:9]=[C:4]2[CH:3]=[N:2]1.I[CH2:27][CH3:28]>O>[CH2:27]([N:18]1[C:19]2[C:20](=[N:21][CH:22]=[CH:23][CH:24]=2)[N:16]([C:13]2[CH:14]=[CH:15][C:10]([N:1]3[C:5]4=[N:6][CH:7]=[CH:8][CH:9]=[C:4]4[CH:3]=[N:2]3)=[CH:11][CH:12]=2)[C:17]1=[O:25])[CH3:28]. Procedure details: A mixture of 3-[4-(1H-pyrazolo[3,4-b]pyridin-1-yl)phenyl]-1,3-dihydro-2H-imidazo[4,5-b]pyridin-2-one (50 mg) and iodoethane (10.5 μl) was stirred at 50° C. for 30 min, treated with water and extracted with AcOEt. The organic layer was dried over MgSO4 and concentrated in vacuo. The residue was chromatographed on silica gel eluting with Hexane/AcOEt=2/1-1/2. The product was crystallized from AcOEt/hexane to give 1-ethyl-3-[4-(1H-pyrazolo[3,4-b]pyridin-1-yl)phenyl]-1,3-dihydro-2H-imidazo[4,5-b]pyr...